describe an organic reaction: reactants, conditions, products, and yield From a dataset of the Open Reaction Database (ORD), a public repository of structured organic reaction records. The reactants are ClB(Cl)Cl, COc1cc2c(Cl)c(C#N)cnc2cc1OCc1ccccc1, ClCCl. Product: COc1cc2c(Cl)c(C#N)cnc2cc1O. Reaction SMILES: [B:24]([Cl:25])([Cl:26])[Cl:27].[CH2:1]([c:2]1[cH:3][cH:4][cH:5][cH:6][cH:7]1)[O:8][c:9]1[c:10]([O:22][CH3:23])[cH:11][c:12]2[c:13]([Cl:21])[c:14]([C:19]#[N:20])[cH:15][n:16][c:17]2[cH:18]1.[CH2:28]([Cl:29])[Cl:30]>>[OH:8][c:9]1[c:10]([O:22][CH3:23])[cH:11][c:12]2[c:13]([Cl:21])[c:14]([C:19]#[N:20])[cH:15][n:16][c:17]2[cH:18]1. Starting materials: COC(=O)c1ccc(Br)c(C)c1, ClCCl. Product: Cc1cc(CO)ccc1Br. Reaction SMILES: [Br:1][c:2]1[c:3]([CH3:12])[cH:4][c:5]([C:6](=[O:7])[O:8][CH3:9])[cH:10][cH:11]1.[CH2:13]([Cl:14])[Cl:15]>>[Br:1][c:2]1[c:3]([CH3:12])[cH:4][c:5]([CH2:6][OH:7])[cH:10][cH:11]1. Starting materials: CC(C(=O)O)c1ccc(-c2ccccc2)c(F)c1, CC(C)=O, c1cc(-c2ccncc2)ccn1. Product: CC(C(=O)O)c1ccc(-c2ccccc2)c(F)c1, c1cc(-c2ccncc2)ccn1. Reaction SMILES: [CH3:1][CH:2]([C:3]([OH:4])=[O:5])[c:6]1[cH:7][cH:8][c:9](-[c:13]2[cH:14][cH:15][cH:16][cH:17][cH:18]2)[c:10]([F:11])[cH:12]1.[CH3:31][C:32](=[O:33])[CH3:34].[n:19]1[cH:20][cH:21][c:22](-[c:25]2[cH:26][cH:27][n:28][cH:29][cH:30]2)[cH:23][cH:24]1>>[CH3:1][CH:2]([C:3](=[O:4])[OH:5])[c:6]1[cH:7][cH:8][c:9](-[c:13]2[cH:14][cH:15][cH:16][cH:17][cH:18]2)[c:10]([F:11])[cH:12]1.[n:19]1[cH:20][cH:21][c:22](-[c:25]2[cH:26][cH:27][n:28][cH:29][cH:30]2)[cH:23][cH:24]1. The reactants are CCOC(C)=O, CCN(C(C)C)C(C)C, O=C(Cl)c1cccnc1Cl, Nc1ccc(Cl)cc1, C1CCOC1. Product: O=C(Nc1ccc(Cl)cc1)c1cccnc1Cl. As a reaction SMILES: [CH3:28][CH2:29][O:30][C:31](=[O:32])[CH3:33].[CH:19]([N:20]([CH2:21][CH3:22])[CH:23]([CH3:24])[CH3:25])([CH3:26])[CH3:27].[Cl:1][c:2]1[c:3]([C:4](=[O:5])[Cl:6])[cH:7][cH:8][cH:9][n:10]1.[NH2:11][c:12]1[cH:13][cH:14][c:15]([Cl:16])[cH:17][cH:18]1.[O:34]1[CH2:35][CH2:36][CH2:37][CH2:38]1>>[Cl:1][c:2]1[c:3]([C:4](=[O:5])[NH:11][c:12]2[cH:13][cH:14][c:15]([Cl:16])[cH:17][cH:18]2)[cH:7][cH:8][cH:9][n:10]1.